From a dataset of the Open Reaction Database (ORD), a public repository of structured organic reaction records. describe an organic reaction: reactants, conditions, products, and yield The reactants are [Li]CCCC, CN1CCN2c3ccccc3Cn3cccc3C2C1, CI, CCCCCC, O. Product: CC1c2ccccc2N2CCN(C)CC2c2cccn21. Reaction SMILES: [CH2:20]([Li:21])[CH2:22][CH2:23][CH3:24].[CH3:1][N:2]1[CH2:3][CH:4]2[N:5]([c:6]3[c:7]([cH:14][cH:15][cH:16][cH:17]3)[CH2:8][n:9]3[c:10]2[cH:11][cH:12][cH:13]3)[CH2:18][CH2:19]1.[CH3:25][I:26].[CH3:28][CH2:29][CH2:30][CH2:31][CH2:32][CH3:33].[OH2:27]>>[CH3:1][N:2]1[CH2:3][CH:4]2[N:5]([c:6]3[c:7]([cH:14][cH:15][cH:16][cH:17]3)[CH:8]([CH3:20])[n:9]3[c:10]2[cH:11][cH:12][cH:13]3)[CH2:18][CH2:19]1. Starting materials: OB(O)c1ccc(F)cc1, O=C(Nc1cccc(Cc2nnn[nH]2)c1)c1ccc(Br)o1. Yields the product O=C(Nc1cccc(Cc2nnn[nH]2)c1)c1ccc(-c2ccc(F)cc2)o1. As a reaction SMILES: [F:22][c:23]1[cH:24][cH:25][c:26]([B:29]([OH:30])[OH:31])[cH:27][cH:28]1.[nH:1]1[n:2][n:3][n:4][c:5]1[CH2:6][c:7]1[cH:8][c:9]([NH:13][C:14](=[O:15])[c:16]2[o:17][c:18]([Br:21])[cH:19][cH:20]2)[cH:10][cH:11][cH:12]1>>[nH:1]1[n:2][n:3][n:4][c:5]1[CH2:6][c:7]1[cH:8][c:9]([NH:13][C:14](=[O:15])[c:16]2[o:17][c:18](-[c:26]3[cH:25][cH:24][c:23]([F:22])[cH:28][cH:27]3)[cH:19][cH:20]2)[cH:10][cH:11][cH:12]1.